This data is from the Open Reaction Database (ORD), a public repository of structured organic reaction records. The task is: describe an organic reaction: reactants, conditions, products, and yield The reactants are C1(CCCC1)CNCC=1C2=CC=CC=C2C=C2C=CC=CC12 (N-cyclopentylmethyl-9-anthracenemethylamine), C(C#C)Br (propargyl bromide), C([O-])([O-])=O.[K+].[K+] (potassium carbonate). Solvent: C(Cl)Cl (methylene chloride). Product: C1(CCCC1)CN(CC=1C2=CC=CC=C2C=C2C=CC=CC12)CC#C (N-cyclopentylmethyl-N-propargyl-9-anthracenemethylamine). The yield is 88.4%. Reaction SMILES: [CH:1]1([CH2:6][NH:7][CH2:8][C:9]2[C:10]3[C:15]([CH:16]=[C:17]4[C:22]=2[CH:21]=[CH:20][CH:19]=[CH:18]4)=[CH:14][CH:13]=[CH:12][CH:11]=3)[CH2:5][CH2:4][CH2:3][CH2:2]1.[CH2:23](Br)[C:24]#[CH:25].C(=O)([O-])[O-].[K+].[K+]>C(Cl)Cl>[CH:1]1([CH2:6][N:7]([CH2:25][C:24]#[CH:23])[CH2:8][C:9]2[C:10]3[C:15]([CH:16]=[C:17]4[C:22]=2[CH:21]=[CH:20][CH:19]=[CH:18]4)=[CH:14][CH:13]=[CH:12][CH:11]=3)[CH2:5][CH2:4][CH2:3][CH2:2]1 |f:2.3.4|. Reported procedure: A mixture of 63.5 g of N-cyclopentylmethyl-9-anthracenemethylamine, 50 g of propargyl bromide, 200 ml of methylene chloride and 200 ml of 10% aqueous, potassium carbonate solution is stirred vigorously under nitrogen for two hours. The layers are separated and the aqueous layer is extracted once with methylene chloride. Removal of the solvent from the dried extract gives 63.5 g of N-cyclopentylmethyl-N-propargyl-9-anthracenemethylamine as an oil; nmr spectrum: τ 2.3-3.0 (m, 9); 5.5 (s, 2) 6.8 (d... Starting materials: [BH4-], [BH4-], CCOCC, CCOC(=O)C(Cc1ccc(CC(C)(C)C)cc1)C(=O)c1cccc(Cl)c1, Cl, [Zn+2]. The product is CCOC(=O)C(Cc1ccc(CC(C)(C)C)cc1)C(O)c1cccc(Cl)c1. RXN SMILES: [BH4-:34].[BH4-:36].[CH3:29][CH2:30][O:31][CH2:32][CH3:33].[Cl:1][c:2]1[cH:3][c:4]([C:8]([CH:9]([C:10](=[O:11])[O:12][CH2:13][CH3:14])[CH2:15][c:16]2[cH:17][cH:18][c:19]([CH2:22][C:23]([CH3:24])([CH3:25])[CH3:26])[cH:20][cH:21]2)=[O:27])[cH:5][cH:6][cH:7]1.[ClH:28].[Zn+2:35]>>[Cl:1][c:2]1[cH:3][c:4]([CH:8]([CH:9]([C:10](=[O:11])[O:12][CH2:13][CH3:14])[CH2:15][c:16]2[cH:17][cH:18][c:19]([CH2:22][C:23]([CH3:24])([CH3:25])[CH3:26])[cH:20][cH:21]2)[OH:27])[cH:5][cH:6][cH:7]1. Reactants: Cc1ccccc1CN1CCC(=O)CC1, CO, O=c1[nH]c2ccccc2n1C1CCNCC1. Yields the product Cc1ccccc1CN1CCC(N2CCC(n3c(=O)[nH]c4ccccc43)CC2)CC1. Reaction SMILES: [CH3:17][c:18]1[c:19]([CH2:20][N:21]2[CH2:22][CH2:23][C:24](=[O:27])[CH2:25][CH2:26]2)[cH:28][cH:29][cH:30][cH:31]1.[CH3:32][OH:33].[O:1]=[c:2]1[nH:3][c:4]2[c:5]([n:6]1[CH:7]1[CH2:8][CH2:9][NH:10][CH2:11][CH2:12]1)[cH:13][cH:14][cH:15][cH:16]2>>[O:1]=[c:2]1[nH:3][c:4]2[c:5]([n:6]1[CH:7]1[CH2:8][CH2:9][N:10]([CH:24]3[CH2:23][CH2:22][N:21]([CH2:20][c:19]4[c:18]([CH3:17])[cH:31][cH:30][cH:29][cH:28]4)[CH2:26][CH2:25]3)[CH2:11][CH2:12]1)[cH:13][cH:14][cH:15][cH:16]2. Reaction conditions: time 1 hour. As a reaction SMILES: [O:1]=[C:2]1[NH:11][C:10]2[N:9]=[CH:8][C:7](/[CH:12]=[CH:13]/[C:14]([O:16]C(C)(C)C)=[O:15])=[CH:6][C:5]=2[CH:4]=[CH:3]1.FC(F)(F)C(O)=O.C(Cl)[Cl:29]>>[ClH:29].[O:1]=[C:2]1[NH:11][C:10]2[N:9]=[CH:8][C:7](/[CH:12]=[CH:13]/[C:14]([OH:16])=[O:15])=[CH:6][C:5]=2[CH:4]=[CH:3]1 |f:3.4|. Procedure details: A suspension of (E)-tert-butyl 3-(7-oxo-7,8-dihydro-1,8-naphthyridin-3-yl)acrylate (500 mg, 1.84 mmol) in CH2Cl2 (7 mL) was treated with trifluoroacetic acid (7 mL). The mixture became homogeneous and it was stirred at room temperature for 1 h. The solution was concentrated to dryness and treated with 4M HCl in dioxane (5 mL). The suspension was sonicated for 20 min, diluted with Et2O (50 mL) and sonicated for an additional 20 min. The solid was filtered and dried under reduced pressure overnigh... Reactants: O=C1C=CC=2C=C(C=NC2N1)/C=C/C(=O)OC(C)(C)C ((E)-tert-butyl 3-(7-oxo-7,8-dihydro-1,8-naphthyridin-3-yl)acrylate), C(Cl)Cl (CH2Cl2), FC(C(=O)O)(F)F (trifluoroacetic acid). Yields the product Cl.O=C1C=CC=2C=C(C=NC2N1)/C=C/C(=O)O ((E)-3-(7-oxo-7,8-dihydro-1,8-naphthyridin-3-yl)acrylic acid Hydrochloride). Starting materials: CNC(=O)n1nc(N)c2ccc(Cl)cc21, c1ccncc1. The product is CN=C=O, Nc1n[nH]c2cc(Cl)ccc12. RXN SMILES: [CH3:1][NH:2][C:3](=[O:4])[n:5]1[n:6][c:7]([NH2:15])[c:8]2[cH:9][cH:10][c:11]([Cl:14])[cH:12][c:13]12.[cH:16]1[cH:17][cH:18][n:19][cH:20][cH:21]1>>[CH3:1][N:2]=[C:3]=[O:4].[nH:5]1[n:6][c:7]([NH2:15])[c:8]2[cH:9][cH:10][c:11]([Cl:14])[cH:12][c:13]12. Solvent: C1CCOC1 (THF), CO (methanol). Reactants: C1(CC1)C(CC(=O)OCC)C1=NC=NC(=C1)OCC1=NC=C(C(=N1)OCC(C)C)C1=C(C=CC(=C1)OC)F (ethyl 3-cyclopropyl-3-(6-((5-(2-fluoro-5-methoxyphenyl)-4-isobutoxypyrimidin-2-yl)methoxy)pyrimidin-4-yl)propanoate), [OH-].[Na+] (sodium hydroxide), Cl (hydrochloric acid). Reaction SMILES: [CH:1]1([CH:4]([C:11]2[CH:16]=[C:15]([O:17][CH2:18][C:19]3[N:24]=[C:23]([O:25][CH2:26][CH:27]([CH3:29])[CH3:28])[C:22]([C:30]4[CH:35]=[C:34]([O:36][CH3:37])[CH:33]=[CH:32][C:31]=4[F:38])=[CH:21][N:20]=3)[N:14]=[CH:13][N:12]=2)[CH2:5][C:6]([O:8]CC)=[O:7])[CH2:3][CH2:2]1.[OH-].[Na+].Cl>C1COCC1.CO>[CH:1]1([CH:4]([C:11]2[CH:16]=[C:15]([O:17][CH2:18][C:19]3[N:24]=[C:23]([O:25][CH2:26][CH:27]([CH3:29])[CH3:28])[C:22]([C:30]4[CH:35]=[C:34]([O:36][CH3:37])[CH:33]=[CH:32][C:31]=4[F:38])=[CH:21][N:20]=3)[N:14]=[CH:13][N:12]=2)[CH2:5][C:6]([OH:8])=[O:7])[CH2:2][CH2:3]1 |f:1.2|. Procedure: To a solution of ethyl 3-cyclopropyl-3-(6-((5-(2-fluoro-5-methoxyphenyl)-4-isobutoxypyrimidin-2-yl)methoxy)pyrimidin-4-yl)propanoate (111 mg) in THF (2.0 mL) and methanol (1.0 ml) was added 1N aqueous sodium hydroxide solution (2.0 mL), and the mixture was stirred at room temperature for 30 min. To the reaction mixture was added 1N hydrochloric acid (2.0 mL) at 0° C., and the mixture was extracted with ethyl acetate. The extract was washed with water and saturated brine, and dried over anhydrous... The yield is 99.9%. The product is C1(CC1)C(CC(=O)O)C1=NC=NC(=C1)OCC1=NC=C(C(=N1)OCC(C)C)C1=C(C=CC(=C1)OC)F (3-cyclopropyl-3-(6-((5-(2-fluoro-5-methoxyphenyl)-4-isobutoxypyrimidin-2-yl)methoxy)pyrimidin-4-yl)propanoic acid). Reaction conditions: time 30 minute. The reactants are C(C)OC(=O)C=1NC2=CC=CC=C2C1NC(C1=CC=C(C=C1)OC)=O (3-(4-methoxybenzoyl)amino-2-indolecarboxylic acid ethyl ester), [OH-].[Na+] (sodium hydroxide), [OH-].[Na+] (sodium hydroxide). The solvent is O (water), O1CCCC1 (tetrahydrofuran). Reaction conditions: time 10 hour. Product: COC1=CC=C(C(=O)NC2=C(NC3=CC=CC=C23)C(=O)O)C=C1 (3-(4-methoxybenzoyl)amino-2-indolecarboxylic acid). The yield is 68.1%. RXN SMILES: C([O:3][C:4]([C:6]1[NH:7][C:8]2[C:13]([C:14]=1[NH:15][C:16](=[O:25])[C:17]1[CH:22]=[CH:21][C:20]([O:23][CH3:24])=[CH:19][CH:18]=1)=[CH:12][CH:11]=[CH:10][CH:9]=2)=[O:5])C.[OH-].[Na+]>O1CCCC1.O>[CH3:24][O:23][C:20]1[CH:19]=[CH:18][C:17]([C:16]([NH:15][C:14]2[C:13]3[C:8](=[CH:9][CH:10]=[CH:11][CH:12]=3)[NH:7][C:6]=2[C:4]([OH:5])=[O:3])=[O:25])=[CH:22][CH:21]=1 |f:1.2|. Reported procedure: To a solution of 3-(4-methoxybenzoyl)amino-2-indolecarboxylic acid ethyl ester (720 mg, 2.13 mmol) in tetrahydrofuran (7 mL) was added 5 N aqueous sodium hydroxide (2 mL). The resulting mixture was stirred for 10 h at room temperature. An additional portion of 5 N aqueous sodium hydroxide (5 mL) was added and the mixture heated at 60° C. for 5 h. The mixture was cooled to room temperature, stirred for 10 h, diluted with water, and extracted with diethyl ether. The aqueous layer was acidified wit... Reported procedure: Following the reaction in an analogous manner to Reference Example 2(3) and using N-((14-methoxy-3,6,9,12-tetraoxa-tetradecanyloxy)carbonyl-L-leucine ethyl ester in place of N-((3S)-tetrahydrofuran-3-yloxy)carbonyl)-L-leucine ethyl ester, there was obtained N-((14-methoxy-3,6,9,12-tetraoxa-tetradecanyloxy)carbonyl)-L-leucine as a colorless oil. Starting materials: C(C)OC([C@@H](NC(=O)OCCOCCOCCOCCOCCOC)CC(C)C)=O ((14-methoxy-3,6,9,12-tetraoxa-tetradecanyloxy)carbonyl-L-leucine ethyl ester), C(C)OC([C@@H](N)CC(C)C)=O (L-leucine ethyl ester). Product: COCCOCCOCCOCCOCCOC(=O)N[C@@H](CC(C)C)C(=O)O (N-((14-methoxy-3,6,9,12-tetraoxa-tetradecanyloxy)carbonyl)-L-leucine). Reaction SMILES: C([O:3][C:4](=[O:30])[C@H:5]([CH2:26][CH:27]([CH3:29])[CH3:28])[NH:6][C:7]([O:9][CH2:10][CH2:11][O:12][CH2:13][CH2:14][O:15][CH2:16][CH2:17][O:18][CH2:19][CH2:20][O:21][CH2:22][CH2:23][O:24][CH3:25])=[O:8])C.C(OC(=O)[C@H](CC(C)C)N)C>>[CH3:25][O:24][CH2:23][CH2:22][O:21][CH2:20][CH2:19][O:18][CH2:17][CH2:16][O:15][CH2:14][CH2:13][O:12][CH2:11][CH2:10][O:9][C:7]([NH:6][C@H:5]([C:4]([OH:30])=[O:3])[CH2:26][CH:27]([CH3:28])[CH3:29])=[O:8]. Starting materials: CN(C#CC)C=1SC2=C(N1)C=CC=C2 (2-(N-methyl-N-propynylamino)benzothiazole), [OH-].[K+] (potassium hydroxide), II (iodine). The solvent is CO (methanol), O (water), O (water). The product is CN(C=1SC2=C(N1)C=CC=C2)CC#CI (2-(N-methyl-3-iodo-2-propynylamino)benzothiazole). Yield: 99.8%. RXN SMILES: [CH3:1][N:2]([C:6]1[S:7][C:8]2[CH:14]=[CH:13][CH:12]=[CH:11][C:9]=2[N:10]=1)[C:3]#[C:4][CH3:5].[OH-].[K+].[I:17]I>CO.O>[CH3:1][N:2]([CH2:3][C:4]#[C:5][I:17])[C:6]1[S:7][C:8]2[CH:14]=[CH:13][CH:12]=[CH:11][C:9]=2[N:10]=1 |f:1.2|. Reported procedure: Compound (d) (2.02 g) was dissolved in a mixture of methanol (35 ml), water (10 ml) and 86% potassium hydroxide (1.4 g) and then iodine (2.66 g) was added in small portions with stirring under ice-cooling. The mixture was stirred at room temperature for 1.5 hours and then water was added thereto. The resultant crystals were filtered off, washed with water and dried to give 2-(N-methyl-3-iodo-2-propynylamino)benzothiazole (No.2) (3.27 g, yield 100%): mp. 100°-101° C. (decomp.) (acetone-hexane), H... The reactants are C(C)(C)N(CC)C(C)C (IPEA), C=1C=CC2=C(C1)N=NN2O (HOBT), FC(C(=O)O)(F)F.ClCCCC(C(=O)O)=CC1=CC(=C(C=C1)N1C=NC(=C1)C)OC (5-chloro-2-(3-methoxy-4-(4-methyl-1H-imidazol-1-yl)benzylidene)valeric acid trifluoroacetate), FC1=C(C=C(C=C1)F)C(C)N (1-(2,5-difluorophenyl)ethylamine). Run in C(C)(=O)OCC (ethyl acetate), O (Water), CN(C)C=O (DMF), C(CCl)Cl (EDC). Run at time 1 hour. The product is FC1=C(C=C(C=C1)F)C(C)NC(C(CCCCl)=CC1=CC(=C(C=C1)N1C=NC(=C1)C)OC)=O (5-chloro-2-(3-methoxy-4-(4-methyl-1H-imidazol-1-yl)benzylidene)valeric acid (1-(2,5-difluorophenyl)ethyl)amide). RXN SMILES: C(N(C(C)C)CC)(C)C.C1C=CC2N(O)N=NC=2C=1.FC(F)(F)C(O)=O.[Cl:27][CH2:28][CH2:29][CH2:30][C:31](=[CH:35][C:36]1[CH:41]=[CH:40][C:39]([N:42]2[CH:46]=[C:45]([CH3:47])[N:44]=[CH:43]2)=[C:38]([O:48][CH3:49])[CH:37]=1)[C:32]([OH:34])=O.[F:50][C:51]1[CH:56]=[CH:55][C:54]([F:57])=[CH:53][C:52]=1[CH:58]([NH2:60])[CH3:59]>CN(C=O)C.C(OCC)(=O)C.O.C(Cl)CCl>[F:50][C:51]1[CH:56]=[CH:55][C:54]([F:57])=[CH:53][C:52]=1[CH:58]([NH:60][C:32](=[O:34])[C:31](=[CH:35][C:36]1[CH:41]=[CH:40][C:39]([N:42]2[CH:46]=[C:45]([CH3:47])[N:44]=[CH:43]2)=[C:38]([O:48][CH3:49])[CH:37]=1)[CH2:30][CH2:29][CH2:28][Cl:27])[CH3:59] |f:2.3|. Reported procedure: IPEA (1 mL), EDC (320 mg) and HOBT (226 mg) were added to a solution of 5-chloro-2-(3-methoxy-4-(4-methyl-1H-imidazol-1-yl)benzylidene)valeric acid trifluoroacetate (250 mg) and 1-(2,5-difluorophenyl)ethylamine (175 mg) in DMF (5 mL), and the reaction solution was stirred at room temperature for 1 hour. Water and ethyl acetate were added to the reaction solution and the organic layer was partitioned. The resulting organic layer was dried over anhydrous magnesium sulfate, and the solvent was evap...